The task is: describe an organic reaction: reactants, conditions, products, and yield. This data is from the Open Reaction Database (ORD), a public repository of structured organic reaction records. Reactants: C(C)(=O)NN (acetic acid hydrazide), ClC1=CC=C(C2=C1C(=NCC(N2)=S)C2=CC=C(C=C2)C(C)C)Cl (6,9-dichloro-1,3-dihydro-5-(p-isopropylphenyl)-2H-1,4-benzodiazepine-2-thione). The solvent is C(C)O (ethanol). Conditions: temperature 250 celsius. The product is ClC1=CC=C(C2=C1C(=NCC=1N2C(=NN1)C)C1=CC=C(C=C1)C(C)C)Cl (7,10-dichloro-1-methyl-6-(p-isopropylphenyl)-4H-s-triazolo[4,3-a][1,4]benzodiazepine). Reaction SMILES: [Cl:1][C:2]1[C:7]2[C:8]([C:14]3[CH:19]=[CH:18][C:17]([CH:20]([CH3:22])[CH3:21])=[CH:16][CH:15]=3)=[N:9][CH2:10][C:11](=S)[NH:12][C:6]=2[C:5]([Cl:23])=[CH:4][CH:3]=1.[C:24]([NH:27][NH2:28])(=O)[CH3:25]>C(O)C>[Cl:1][C:2]1[C:7]2[C:8]([C:14]3[CH:19]=[CH:18][C:17]([CH:20]([CH3:22])[CH3:21])=[CH:16][CH:15]=3)=[N:9][CH2:10][C:11]3[N:12]([C:24]([CH3:25])=[N:27][N:28]=3)[C:6]=2[C:5]([Cl:23])=[CH:4][CH:3]=1. Reported procedure: In the manner given in Example 2, 6,9-dichloro-1,3-dihydro-5-(p-isopropylphenyl)-2H-1,4-benzodiazepine-2-thione is heated in ethanol with acetic acid hydrazide and the resulting product heated to 250° C. to give 7,10-dichloro-1-methyl-6-(p-isopropylphenyl)-4H-s-triazolo[4,3-a][1,4]benzodiazepine. The reactants are CCCC1CC(=O)C2=C(C1)NC(C)=C(C#N)C2c1cc(Br)c(OCc2cc(F)c(F)cc2[N+](=O)[O-])c(OCC)c1, C1CCOC1, CC(=O)O, [Zn]. The product is CCCC1CC(=O)C2=C(C1)NC(C)=C(C#N)C2c1cc(Br)c(OCc2cc(F)c(F)cc2N)c(OCC)c1. As a reaction SMILES: [Br:1][c:2]1[cH:3][c:4]([CH:24]2[C:25]([C:39]#[N:40])=[C:26]([CH3:38])[NH:27][C:28]3=[C:33]2[C:32](=[O:34])[CH2:31][CH:30]([CH2:35][CH2:36][CH3:37])[CH2:29]3)[cH:5][c:6]([O:21][CH2:22][CH3:23])[c:7]1[O:8][CH2:9][c:10]1[c:11]([N+:18]([O-:19])=[O:20])[cH:12][c:13]([F:17])[c:14]([F:16])[cH:15]1.[CH2:45]1[O:46][CH2:47][CH2:48][CH2:49]1.[CH3:41][C:42](=[O:43])[OH:44].[Zn:50]>>[Br:1][c:2]1[cH:3][c:4]([CH:24]2[C:25]([C:39]#[N:40])=[C:26]([CH3:38])[NH:27][C:28]3=[C:33]2[C:32](=[O:34])[CH2:31][CH:30]([CH2:35][CH2:36][CH3:37])[CH2:29]3)[cH:5][c:6]([O:21][CH2:22][CH3:23])[c:7]1[O:8][CH2:9][c:10]1[c:11]([NH2:18])[cH:12][c:13]([F:17])[c:14]([F:16])[cH:15]1. Starting materials: CS(C)=O, CN(CC(C)(C)C)c1nc(Cl)c(C#N)cc1F, [F-], [K+], CONC(=O)c1ccc(C)c(N)c1. The product is CONC(=O)c1ccc(C)c(Nc2nc(N(C)CC(C)(C)C)c(F)cc2C#N)c1. As a reaction SMILES: [CH3:33][S:34]([CH3:35])=[O:36].[Cl:1][c:2]1[c:3]([C:4]#[N:5])[cH:6][c:7]([F:17])[c:8]([N:10]([CH3:11])[CH2:12][C:13]([CH3:14])([CH3:15])[CH3:16])[n:9]1.[F-:31].[K+:32].[NH2:18][c:19]1[cH:20][c:21]([C:22](=[O:23])[NH:24][O:25][CH3:26])[cH:27][cH:28][c:29]1[CH3:30]>>[c:2]1([NH:18][c:19]2[cH:20][c:21]([C:22](=[O:23])[NH:24][O:25][CH3:26])[cH:27][cH:28][c:29]2[CH3:30])[c:3]([C:4]#[N:5])[cH:6][c:7]([F:17])[c:8]([N:10]([CH3:11])[CH2:12][C:13]([CH3:14])([CH3:15])[CH3:16])[n:9]1. The reactants are NN1C(=NC2=C(C1=O)C=CS2)C (3-Amino-2-methylthieno[2,3-d]pyrimidin-4(3H)-one), C12(CC3CC(CC(C1)C3)C2)CC(=O)Cl (1-adamantaneacetyl chloride). Yields the product C12(CC3CC(CC(C1)C3)C2)CC(=O)NN2C(=NC3=C(C2=O)C=CS3)C (2-(1-adamantyl)-N-(2-methyl-4-oxothieno[2,3-d]pyrimidin-3(4H)-yl)acetamide). RXN SMILES: [NH2:1][N:2]1[C:7](=[O:8])[C:6]2[CH:9]=[CH:10][S:11][C:5]=2[N:4]=[C:3]1[CH3:12].[C:13]12([CH2:23][C:24](Cl)=[O:25])[CH2:22][CH:17]3[CH2:18][CH:19]([CH2:21][CH:15]([CH2:16]3)[CH2:14]1)[CH2:20]2>>[C:13]12([CH2:23][C:24]([NH:1][N:2]3[C:7](=[O:8])[C:6]4[CH:9]=[CH:10][S:11][C:5]=4[N:4]=[C:3]3[CH3:12])=[O:25])[CH2:20][CH:19]3[CH2:18][CH:17]([CH2:16][CH:15]([CH2:21]3)[CH2:14]1)[CH2:22]2. Procedure details: 3-Amino-2-methylthieno[2,3-d]pyrimidin-4(3H)-one and 1-adamantaneacetyl chloride were reacted as described in Example 5 to provide the title compound. 1H NMR (300 MHz, DMSO-d6) δ ppm 1.58-1.74 (m, 12H), 1.93-1.98 (m, 3H), 2.08-2.18 (m, 2H), 2.39 (s, 3H), 7.39 (d, J=6.0 Hz, 1H), 7.59 (d, J=6.0 Hz, 1H), 10.89 (s, 1H) ppm; MS (DCI/NH3) m/z 358 (M+H)+; Elemental Analysis: Calculated for C19H23N3O2S.0.8H2O: C, 61.37; H, 6.67; N, 11.30. Found: C, 61.50; H, 6.86; N, 11.38.